From a dataset of the Open Reaction Database (ORD), a public repository of structured organic reaction records. describe an organic reaction: reactants, conditions, products, and yield Starting materials: ClC1=CC=C(C=C1)C(C(C(C)(C)C)NC(OC(C)(C)C)=O)=O (tert-butyl 1-(4-chlorophenyl)-3,3-dimethyl-1-oxobutan-2-ylcarbamate), CN(C)C=O (DMF). Reagents/catalysts: C=1C=CC(=CC1)[P](C=2C=CC=CC2)(C=3C=CC=CC3)[Pd]([P](C=4C=CC=CC4)(C=5C=CC=CC5)C=6C=CC=CC6)([P](C=7C=CC=CC7)(C=8C=CC=CC8)C=9C=CC=CC9)[P](C=1C=CC=CC1)(C=1C=CC=CC1)C=1C=CC=CC1 (Pd(PPh3)4), [C-]#N.[C-]#N.[Zn+2] (Zn(CN)2). Solvent: O (water). Run at temperature 130 celsius. Product: C(#N)C1=CC=C(C=C1)C(C(C(C)(C)C)NC(OC(C)(C)C)=O)=O (tert-butyl 1-(4-cyanophenyl)-3,3-dimethyl-1-oxobutan-2-ylcarbamate). Isolated yield 43.0%. As a reaction SMILES: Cl[C:2]1[CH:7]=[CH:6][C:5]([C:8](=[O:22])[CH:9]([NH:14][C:15](=[O:21])[O:16][C:17]([CH3:20])([CH3:19])[CH3:18])[C:10]([CH3:13])([CH3:12])[CH3:11])=[CH:4][CH:3]=1.[CH3:23][N:24](C=O)C>O.[C-]#N.[C-]#N.[Zn+2].C1C=CC([P]([Pd]([P](C2C=CC=CC=2)(C2C=CC=CC=2)C2C=CC=CC=2)([P](C2C=CC=CC=2)(C2C=CC=CC=2)C2C=CC=CC=2)[P](C2C=CC=CC=2)(C2C=CC=CC=2)C2C=CC=CC=2)(C2C=CC=CC=2)C2C=CC=CC=2)=CC=1>[C:23]([C:2]1[CH:7]=[CH:6][C:5]([C:8](=[O:22])[CH:9]([NH:14][C:15](=[O:21])[O:16][C:17]([CH3:20])([CH3:19])[CH3:18])[C:10]([CH3:13])([CH3:12])[CH3:11])=[CH:4][CH:3]=1)#[N:24] |f:3.4.5,^1:37,39,58,77|. Reported procedure: tert-Butyl 1-(4-chlorophenyl)-3,3-dimethyl-1-oxobutan-2-ylcarbamate (Example 2a, 2.30 g, 7.06 mmol) and Zn(CN)2 (0.87 g, 7.4 mmol) were dissolved in DMF (20 mL) under N2 (g). Pd(PPh3)4 (0.86 g, 0.74 mmol) was added and the mixture was heated at 130° C. overnight. The mixture was cooled to rt, diluted with water and extracted with EtOAc. The organic phase was washed with brine, dried over Na2SO4 and evaporated. The product was purified on a silica column (EtOAc:hexane 1:10) to give tert-butyl 1-(...